Dataset: the Open Reaction Database (ORD), a public repository of structured organic reaction records. Task: describe an organic reaction: reactants, conditions, products, and yield Starting materials: CCCOc1cc2c(cc1C(C)=O)CCCC2, CO, ClC(Cl)Cl, Cl, NO, c1ccncc1. The product is CCCOc1cc2c(cc1C(C)=NO)CCCC2. As a reaction SMILES: [CH2:1]([CH2:2][CH3:3])[O:4][c:5]1[c:6]([C:15]([CH3:16])=[O:17])[cH:7][c:8]2[c:13]([cH:14]1)[CH2:12][CH2:11][CH2:10][CH2:9]2.[CH3:31][OH:32].[CH:27]([Cl:28])([Cl:29])[Cl:30].[ClH:18].[NH2:19][OH:20].[cH:21]1[cH:22][cH:23][n:24][cH:25][cH:26]1>>[CH2:1]([CH2:2][CH3:3])[O:4][c:5]1[c:6]([C:15]([CH3:16])=[N:19][OH:20])[cH:7][c:8]2[c:13]([cH:14]1)[CH2:12][CH2:11][CH2:10][CH2:9]2. The reactants are C(C)OC(CN(CC1=CC(=CC=C1)OC)CC1=CC=CC=C1)=O ([Benzyl-(3-methoxy-benzyl)-amino]-acetic acid ethyl ester), [OH-].[Na+] (NaOH). Run in C(C)O (ethanol). Conditions: time 2 hour. The product is C(C1=CC=CC=C1)N(CC1=CC(=CC=C1)OC)CC(=O)O ([benzyl-(3-methoxy-benzyl)-amino]-acetic acid). Yield: 90.2%. Reaction SMILES: C([O:3][C:4](=[O:23])[CH2:5][N:6]([CH2:16][C:17]1[CH:22]=[CH:21][CH:20]=[CH:19][CH:18]=1)[CH2:7][C:8]1[CH:13]=[CH:12][CH:11]=[C:10]([O:14][CH3:15])[CH:9]=1)C.[OH-].[Na+]>C(O)C>[CH2:16]([N:6]([CH2:5][C:4]([OH:23])=[O:3])[CH2:7][C:8]1[CH:13]=[CH:12][CH:11]=[C:10]([O:14][CH3:15])[CH:9]=1)[C:17]1[CH:22]=[CH:21][CH:20]=[CH:19][CH:18]=1 |f:1.2|. Reported procedure: [Benzyl-(3-methoxy-benzyl)-amino]-acetic acid ethyl ester (3.0 g, 9.6 mmol) in ethanol (100 mL) was treated with 4N NaOH (20 mL) and the mixture was stirred at ambient temperature for two hours whereupon HPLC analysis showed completion of the reaction. The ethanol was removed on the rotary evaporator, water (˜20 mL) was added to dissolve solids, the pH was adjusted to 4 (6N HCl) with stirring and the precipitate was collected by filtration, washed with water and dried to constant weight in vacuo... Starting materials: CCc1ccc(C=O)o1, CCO, CC(=O)O, NNC(=O)c1ccc(O)cc1. The product is CCc1ccc(C=NNC(=O)c2ccc(O)cc2)o1. Reaction SMILES: [CH2:12]([CH3:13])[c:14]1[cH:15][cH:16][c:17]([CH:19]=[O:20])[o:18]1.[CH3:21][CH2:22][OH:23].[CH3:24][C:25](=[O:26])[OH:27].[OH:1][c:2]1[cH:3][cH:4][c:5]([C:6](=[O:7])[NH:8][NH2:9])[cH:10][cH:11]1>>[OH:1][c:2]1[cH:3][cH:4][c:5]([C:6](=[O:7])[NH:8][N:9]=[CH:19][c:17]2[cH:16][cH:15][c:14]([CH2:12][CH3:13])[o:18]2)[cH:10][cH:11]1.